From a dataset of the Open Reaction Database (ORD), a public repository of structured organic reaction records. describe an organic reaction: reactants, conditions, products, and yield Starting materials: [OH-].[Na+] (sodium hydroxide), C1=NC=CC2=C(C=CC=C12)S(=O)(=O)C=1C=C(C(=CC1)N)N (4-(5-Isoquinolylsulfonyl)-1,2-benzenediamine), C(=O)C=O (glyoxal), S([O-])(O)=O.[Na+] (sodium bisulfite). Solvent: O (water), O (water). Reaction conditions: temperature 80 celsius, time 2 hour. Product: C1=NC=CC2=C(C=CC=C12)S(=O)(=O)C=1C=C2N=CC=NC2=CC1 (6-(5-isoquinolylsulfonyl)quinoxaline). Isolated yield 65.3%. As a reaction SMILES: [CH:1]1[C:10]2[C:5](=[C:6]([S:11]([C:14]3[CH:15]=[C:16]([NH2:21])[C:17]([NH2:20])=[CH:18][CH:19]=3)(=[O:13])=[O:12])[CH:7]=[CH:8][CH:9]=2)[CH:4]=[CH:3][N:2]=1.[CH:22]([CH:24]=O)=O.S(=O)(O)[O-].[Na+].[OH-].[Na+]>O>[CH:1]1[C:10]2[C:5](=[C:6]([S:11]([C:14]3[CH:15]=[C:16]4[C:17](=[CH:18][CH:19]=3)[N:20]=[CH:24][CH:22]=[N:21]4)(=[O:13])=[O:12])[CH:7]=[CH:8][CH:9]=2)[CH:4]=[CH:3][N:2]=1 |f:2.3,4.5|. Reported procedure: To a suspension of 4-(5-Isoquinolylsulfonyl)-1,2-benzenediamine 300 mg (1.0 mmol) in water, a 40% glyoxal solution 450 mg (3.1 mmol) and sodium bisulfite 650 mg (3.1 mmol) and water 8 ml were added, and the mixture was heated with stirring for 2 hours at 80° C. The reaction mixture was alkalized with 1N sodium hydroxide, and the solution was extracted with ethyl acetate. The organic layer was washed with saturated sodium chloride, and dried over anhydrous magnesium sulfate, and concentrated unde... Reactants: ice water, C=1(O)C(O)=CC=CC1 (pyrocatechol), ClC(C(F)(F)F)=CC(F)(F)F (2-chloro-1,1,1,4,4,4-hexafluorobut-2-ene), [OH-].[Na+] (sodium hydroxide). Run in CN(C=O)C (dimethylformamide). Run at temperature 75 celsius, time 30 minute. Product: FC(CC1(OC2=C(O1)C=CC=C2)C(F)(F)F)(F)F (2-(2,2,2-Trifluoroethyl)-2-trifluoromethyl-1,3-benzodioxole). RXN SMILES: [C:1]1([C:3](=[CH:5][CH:6]=[CH:7][CH:8]=1)[OH:4])[OH:2].[OH-].[Na+].Cl[C:12](=[CH:17][C:18]([F:21])([F:20])[F:19])[C:13]([F:16])([F:15])[F:14]>CN(C)C=O>[F:14][C:13]([F:16])([F:15])[CH2:12][C:17]1([C:18]([F:21])([F:20])[F:19])[O:4][C:3]2[CH:5]=[CH:6][CH:7]=[CH:8][C:1]=2[O:2]1 |f:1.2|. Reported procedure: 11 g of pyrocatechol were dissolved in 200 ml of dimethylformamide, and 18 g of 45% by weight aqueous sodium hydroxide solution were added. 20 g of 2-chloro-1,1,1,4,4,4-hexafluorobut-2-ene were added dropwise to the mixture at 75° C. The reaction mixture was subsequently stirred for 30 minutes at 75° C. and then poured into 500 ml of ice-water and extracted with diethyl ether. The organic phase was washed with water, dried over magnesium sulphate and concentrated. The product was finally distill... Reaction SMILES: [CH2:32]1[O:33][CH2:34][CH2:35][CH2:36]1.[CH3:25][C:26](=[O:27])[O:28][C:29](=[O:30])[CH3:31].[Cl:1][c:2]1[cH:3][cH:4][c:5]([C:6](=[O:7])[c:8]2[c:9]([CH3:22])[cH:10][c:11]([CH2:14][c:15]3[n:16][cH:17][c:18]([NH2:21])[cH:19][cH:20]3)[n:12]2[CH3:13])[cH:23][cH:24]1>>[Cl:1][c:2]1[cH:3][cH:4][c:5]([C:6](=[O:7])[c:8]2[c:9]([CH3:22])[cH:10][c:11]([CH2:14][c:15]3[n:16][cH:17][c:18]([NH:21][C:26]([CH3:25])=[O:27])[cH:19][cH:20]3)[n:12]2[CH3:13])[cH:23][cH:24]1. Product: CC(=O)Nc1ccc(Cc2cc(C)c(C(=O)c3ccc(Cl)cc3)n2C)nc1. Reactants: C1CCOC1, CC(=O)OC(C)=O, Cc1cc(Cc2ccc(N)cn2)n(C)c1C(=O)c1ccc(Cl)cc1. Starting materials: OC1=CC=C(C=C1)[C@H](CC(=O)OC)CCC (Methyl (3S)-3-(4-hydroxyphenyl)hexanoate), ClCC=1C=CC(=C(C1)C1=C(C=CC(=C1)OC)F)C(C)(C)C (5-(Chloromethyl)-2-(1,1-dimethylethyl)-2′-fluoro-5′-(methyloxy)-1,1′-biphenyl). Product: CC(C)(C)C1=CC=C(C=C1C1=C(C=CC(=C1)OC)F)COC1=CC=C(C=C1)[C@H](CC(=O)OC)CCC (Methyl (3S)-3-(4-(((6-(1,1-dimethylethyl)-2′-fluoro-5′-(methyloxy)-1,1′-biphenyl-3-yl)methyl)oxy)phenyl)hexanoate). Isolated yield 50.7%. Reaction SMILES: [OH:1][C:2]1[CH:7]=[CH:6][C:5]([C@@H:8]([CH2:14][CH2:15][CH3:16])[CH2:9][C:10]([O:12][CH3:13])=[O:11])=[CH:4][CH:3]=1.Cl[CH2:18][C:19]1[CH:20]=[CH:21][C:22]([C:34]([CH3:37])([CH3:36])[CH3:35])=[C:23]([C:25]2[CH:30]=[C:29]([O:31][CH3:32])[CH:28]=[CH:27][C:26]=2[F:33])[CH:24]=1>>[CH3:37][C:34]([C:22]1[C:23]([C:25]2[CH:30]=[C:29]([O:31][CH3:32])[CH:28]=[CH:27][C:26]=2[F:33])=[CH:24][C:19]([CH2:18][O:1][C:2]2[CH:3]=[CH:4][C:5]([C@@H:8]([CH2:14][CH2:15][CH3:16])[CH2:9][C:10]([O:12][CH3:13])=[O:11])=[CH:6][CH:7]=2)=[CH:20][CH:21]=1)([CH3:35])[CH3:36]. Reported procedure: Compound 7.1 (0.051 g, 0.2 mmol) was alkylated by reaction with compound A (0.08 g, 0.3 mmol) according to the method given in Example 1 to give compound 7.2 as a clear oil (0.05 g, 44% yield). MS ESI (pos.) m/e: 515.2 (M+Na)+, 510.2 (M+H2O)+. Starting materials: O=C(OCc1ccccc1)ON1C(=O)CCC1=O, ClCCl, CC(N)c1cccc([N+](=O)[O-])c1, CN(C)C=O. Product: CC(NC(=O)OCc1ccccc1)c1cccc([N+](=O)[O-])c1. Reaction SMILES: [C:1]([O:2][CH2:3][c:4]1[cH:5][cH:6][cH:7][cH:8][cH:9]1)([O:10][N:11]1[C:12](=[O:13])[CH2:14][CH2:15][C:16]1=[O:17])=[O:18].[Cl:31][CH2:32][Cl:33].[N+:19](=[O:20])([O-:21])[c:22]1[cH:23][c:24]([CH:28]([CH3:29])[NH2:30])[cH:25][cH:26][cH:27]1.[O:34]=[CH:35][N:36]([CH3:37])[CH3:38]>>[C:1]([O:2][CH2:3][c:4]1[cH:5][cH:6][cH:7][cH:8][cH:9]1)(=[O:18])[NH:30][CH:28]([c:24]1[cH:23][c:22]([N+:19](=[O:20])[O-:21])[cH:27][cH:26][cH:25]1)[CH3:29]. The reactants are O=C1CCC(=O)N1Br, Br, ClC(Cl)(Cl)Cl, COC(=O)Cc1ccc(Oc2ccc(S(C)(=O)=O)cc2)cc1. Product: COC(=O)C(Br)c1ccc(Oc2ccc(S(C)(=O)=O)cc2)cc1. Reaction SMILES: [Br:23][N:24]1[C:25](=[O:26])[CH2:27][CH2:28][C:29]1=[O:30].[Br:31].[C:32]([Cl:33])([Cl:34])([Cl:35])[Cl:36].[CH3:1][S:2](=[O:3])(=[O:4])[c:5]1[cH:6][cH:7][c:8]([O:9][c:10]2[cH:11][cH:12][c:13]([CH2:16][C:17](=[O:18])[O:19][CH3:20])[cH:14][cH:15]2)[cH:21][cH:22]1>>[CH3:1][S:2](=[O:3])(=[O:4])[c:5]1[cH:6][cH:7][c:8]([O:9][c:10]2[cH:11][cH:12][c:13]([CH:16]([C:17](=[O:18])[O:19][CH3:20])[Br:23])[cH:14][cH:15]2)[cH:21][cH:22]1. The reactants are CSCCc1nccn1CCCCc1ccc(O)cc1, Fc1cccc(F)c1C=Cc1nc(CCl)co1, [H-], [Na+]. Product: CSCCc1nccn1CCCCc1ccc(OCc2coc(C=Cc3c(F)cccc3F)n2)cc1. Reaction SMILES: [CH3:1][S:2][CH2:3][CH2:4][c:5]1[n:6]([CH2:10][CH2:11][CH2:12][CH2:13][c:14]2[cH:15][cH:16][c:17]([OH:20])[cH:18][cH:19]2)[cH:7][cH:8][n:9]1.[Cl:23][CH2:24][c:25]1[n:26][c:27]([CH:30]=[CH:31][c:32]2[c:33]([F:39])[cH:34][cH:35][cH:36][c:37]2[F:38])[o:28][cH:29]1.[H-:21].[Na+:22]>>[CH3:1][S:2][CH2:3][CH2:4][c:5]1[n:6]([CH2:10][CH2:11][CH2:12][CH2:13][c:14]2[cH:15][cH:16][c:17]([O:20][CH2:24][c:25]3[n:26][c:27]([CH:30]=[CH:31][c:32]4[c:33]([F:39])[cH:34][cH:35][cH:36][c:37]4[F:38])[o:28][cH:29]3)[cH:18][cH:19]2)[cH:7][cH:8][n:9]1. Starting materials: FC1=C(C=CC=C1)C1=NC(C(NC2=C1C=CC=C2)=O)N2C(C=1C(C2=O)=CC=CC1)=O ((3RS)-2,3-dihydro-5-(2-fluorophenyl)-3-phtalimido-1H-1,4-benzodiazepin-2-one), [H-].[Na+] (sodium hydride), BrCC=1OC2=C(C1)C=CC=C2 (2-bromomethylbenzofuran). The solvent is CN(C=O)C (N,N-dimethylformamide), CN(C=O)C (N,N-dimethylformamide). Conditions: time 1.5 hour. The product is O1C(=CC2=C1C=CC=C2)CN2C(C(N=C(C1=C2C=CC=C1)C1=C(C=CC=C1)F)N1C(C=2C(C1=O)=CC=CC2)=O)=O ((3RS)-1-(benzofuran-2-yl)methyl-2,3-dihydro-5-(2-fluorophenyl)-3-phthalimido-1H-1,4-benzodiazepin-2-one). The yield is 45.2%. RXN SMILES: [H-].[Na+].[F:3][C:4]1[CH:9]=[CH:8][CH:7]=[CH:6][C:5]=1[C:10]1[C:16]2[CH:17]=[CH:18][CH:19]=[CH:20][C:15]=2[NH:14][C:13](=[O:21])[CH:12]([N:22]2[C:26](=[O:27])[C:25]3=[CH:28][CH:29]=[CH:30][CH:31]=[C:24]3[C:23]2=[O:32])[N:11]=1.Br[CH2:34][C:35]1[O:36][C:37]2[CH:43]=[CH:42][CH:41]=[CH:40][C:38]=2[CH:39]=1>CN(C)C=O>[O:36]1[C:37]2[CH:43]=[CH:42][CH:41]=[CH:40][C:38]=2[CH:39]=[C:35]1[CH2:34][N:14]1[C:15]2[CH:20]=[CH:19][CH:18]=[CH:17][C:16]=2[C:10]([C:5]2[CH:6]=[CH:7][CH:8]=[CH:9][C:4]=2[F:3])=[N:11][CH:12]([N:22]2[C:23](=[O:32])[C:24]3=[CH:31][CH:30]=[CH:29][CH:28]=[C:25]3[C:26]2=[O:27])[C:13]1=[O:21] |f:0.1|. Procedure: To a suspension of sodium hydride (0.185 g of a 60% dispersion in mineral oil) in dry N,N-dimethylformamide (5 ml) was added (3RS)-2,3-dihydro-5-(2-fluorophenyl)-3-phtalimido-1H-1,4-benzodiazepin-2-one (1.700 g) under stirring at cooling in an ice-bath. The mixture was stirred under the same condition for 1 hour and then at room temperature for 1.5 hours. To the mixture was added dropwise a solution of 2-bromomethylbenzofuran (1.076 g) in N,N-dimethylformamide (5 ml) under cooling in an ice-bath...